Dataset: the Open Reaction Database (ORD), a public repository of structured organic reaction records. Task: describe an organic reaction: reactants, conditions, products, and yield Reactants: CN(C)C=O, CCc1nnc2c(Cl)nc3ccccc3n12. Product: CCc1nnc2c(N)nc3ccccc3n12. As a reaction SMILES: [CH3:17][N:18]([CH3:19])[CH:20]=[O:21].[Cl:1][c:2]1[c:3]2[n:4]([c:5]3[cH:6][cH:7][cH:8][cH:9][c:10]3[n:11]1)[c:12]([CH2:15][CH3:16])[n:13][n:14]2>>[c:2]1([NH2:18])[c:3]2[n:4]([c:5]3[cH:6][cH:7][cH:8][cH:9][c:10]3[n:11]1)[c:12]([CH2:15][CH3:16])[n:13][n:14]2. Reactants: C([O-])([O-])=O.[K+].[K+] (Potassium carbonate), C(CCC)OC1=CC=C(C=C1)CCNC1=NC=NC(=C1C(=O)O)CC (4-(2-(4-butoxyphenyl)ethylamino)-6-ethylpyrimidine-5-carboxylic acid), CI (methyl iodide). The solvent is CC(=O)CC (ethyl methyl ketone). Conditions: temperature 65 celsius, time 3 hour. Yields the product C(CCC)OC1=CC=C(C=C1)CCNC1=NC=NC(=C1C(=O)OC)CC (methyl 4-(2-(4-butoxyphenyl)ethylamino)-6-ethylpyrimidine-5-carboxylate). Isolated yield 73.5%. Reaction SMILES: [C:1](=O)([O-])[O-].[K+].[K+].[CH2:7]([O:11][C:12]1[CH:17]=[CH:16][C:15]([CH2:18][CH2:19][NH:20][C:21]2[C:26]([C:27]([OH:29])=[O:28])=[C:25]([CH2:30][CH3:31])[N:24]=[CH:23][N:22]=2)=[CH:14][CH:13]=1)[CH2:8][CH2:9][CH3:10].CI>CC(CC)=O>[CH2:7]([O:11][C:12]1[CH:13]=[CH:14][C:15]([CH2:18][CH2:19][NH:20][C:21]2[C:26]([C:27]([O:29][CH3:1])=[O:28])=[C:25]([CH2:30][CH3:31])[N:24]=[CH:23][N:22]=2)=[CH:16][CH:17]=1)[CH2:8][CH2:9][CH3:10] |f:0.1.2|. Reported procedure: Potassium carbonate (0.27 g, 1.95 mmol) was added to a solution of 4-(2-(4-butoxyphenyl)ethylamino)-6-ethylpyrimidine-5-carboxylic acid (0.34 g, 0.99 mmol) in ethyl methyl ketone (20 ml), and methyl iodide (0.42 g, 2.96 mmol) was added. After stirring at 65° C. for 3 hours, the mixture was cooled to room temperature. The resulting solid was filtered off and the solvent was evaporated. The residue was purified by column chromatography on silica gel eluting with n-hexane/ethyl acetate (=8/2) to gi...